From a dataset of the Open Reaction Database (ORD), a public repository of structured organic reaction records. describe an organic reaction: reactants, conditions, products, and yield Starting materials: O (water), N1C=NC=C1 (imidazole), [Si](C)(C)(C(C)(C)C)Cl (t-butyldimethylsilyl chloride), C(C)(C)(C)OC(=O)N[C@@H](C)C(=O)N[C@@H](C)N1C(C(C(C(CC1)[C@@H](C)COCC1=CC=CC=C1)O)CC1=CC=CC=C1)=O (1-[(1R)-1-(N-t-butyloxycarbonylalanyl)amino-ethyl]-3-benzyl-4-hydroxy-5-[(1R)-1-benzyloxymethyl-ethyl]-hexahydro-1H-azepin-2-one). The solvent is CN(C)C=O (DMF). Product: C(C)(C)(C)OC(=O)N[C@@H](C)C(=O)N[C@@H](C)N1C(C(C(C(CC1)[C@@H](C)COCC1=CC=CC=C1)O[Si](C)(C)C(C)(C)C)CC1=CC=CC=C1)=O (1-[(1R)-1-(N-t-butyloxycarbonylalanyl)amino-ethyl]-3-benzyl-4-(t-butyldimethylsilyl)oxy-5-[(1R)-1-benzyloxymethyl-ethyl]-hexahydro-1H-azepin-2-one). As a reaction SMILES: [C:1]([O:5][C:6]([NH:8][C@H:9]([C:11]([NH:13][C@H:14]([N:16]1[CH2:22][CH2:21][CH:20]([C@H:23]([CH2:25][O:26][CH2:27][C:28]2[CH:33]=[CH:32][CH:31]=[CH:30][CH:29]=2)[CH3:24])[CH:19]([OH:34])[CH:18]([CH2:35][C:36]2[CH:41]=[CH:40][CH:39]=[CH:38][CH:37]=2)[C:17]1=[O:42])[CH3:15])=[O:12])[CH3:10])=[O:7])([CH3:4])([CH3:3])[CH3:2].N1C=CN=C1.[Si:48](Cl)([C:51]([CH3:54])([CH3:53])[CH3:52])([CH3:50])[CH3:49].O>CN(C=O)C>[C:1]([O:5][C:6]([NH:8][C@H:9]([C:11]([NH:13][C@H:14]([N:16]1[CH2:22][CH2:21][CH:20]([C@H:23]([CH2:25][O:26][CH2:27][C:28]2[CH:29]=[CH:30][CH:31]=[CH:32][CH:33]=2)[CH3:24])[CH:19]([O:34][Si:48]([C:51]([CH3:54])([CH3:53])[CH3:52])([CH3:50])[CH3:49])[CH:18]([CH2:35][C:36]2[CH:41]=[CH:40][CH:39]=[CH:38][CH:37]=2)[C:17]1=[O:42])[CH3:15])=[O:12])[CH3:10])=[O:7])([CH3:4])([CH3:3])[CH3:2]. Procedure: A single isomer of the alcohol (62) is dissolved in DMF and treated with imidazole (2 equivalents) and t-butyldimethylsilyl chloride (1.05 equivalents) at room temperature overnight. The reaction mixture is poured into water and extracted with ethyl acetate. The combined organic extracts are dried over MgSO4 and evaporated at reduced pressure. The residue is purified by flash chromatography to give (63). Reactants: C(C1=CC=CC=C1)Br (benzylbromide), [H-].[Na+] (NaH), C1(=CC=CC=C1)C(COC(C1=CC=CC=C1)=O)(COC(C1=CC=CC=C1)=O)O (2-Phenyl-1,3-dibenzoyloxy-2-hydroxypropane), O1CCCC1 (tetrahydrofuran), [OH-].[Na+] (NaOH), carbonyl, aliphatic, [H-].[Na+] (sodium hydride), oil, aryl. Reagents/catalysts: [Br-].C(C1=CC=CC=C1)[N+](CCCC)(CCCC)CCCC (benzyltributylammonium bromide). Run in CO (methanol). Conditions: time 15 hour. Product: C1(=CC=CC=C1)C(CO)(CO)OCC1=CC=CC=C1 (2-Phenyl-2-benzyloxy-1,3-dihydroxypropane). Reaction SMILES: [C:1]1([C:7](O)([CH2:18][O:19][C:20](=O)[C:21]2[CH:26]=[CH:25][CH:24]=[CH:23][CH:22]=2)[CH2:8]OC(=O)C2C=CC=CC=2)[CH:6]=[CH:5][CH:4]=CC=1.[H-].[Na+].[CH2:31](Br)C1C=CC=CC=1.[OH-:39].[Na+].[O:41]1CCC[CH2:42]1>[Br-].C([N+](CCCC)(CCCC)CCCC)C1C=CC=CC=1.CO>[C:21]1([C:20]([O:19][CH2:18][C:7]2[CH:8]=[CH:4][CH:5]=[CH:6][CH:1]=2)([CH2:42][OH:41])[CH2:31][OH:39])[CH:22]=[CH:23][CH:24]=[CH:25][CH:26]=1 |f:1.2,4.5,7.8|. Reported procedure: 2-Phenyl-1,3-dibenzoyloxy-2-hydroxypropane (2.47 g, 7 mmol) was dissolved in 20 mL of anhydrous tetrahydrofuran (THF) under N2. The solution was stirred over a dry ice-acetone bath (ca. −60° C.) while 0.30 g (7.8 mmol) of sodium hydride (NaH) was added as a 60% oil suspension. The mixture was stirred until all of the NaH had dissolved (ca. 30 min while keeping the temperature below −10° C.). The reaction medium was again cooled to ca. −60° C. afterwhich benzylbromide (0.95 mL, 8 mmol) and benzyl... Starting materials: CC(C)(C)OC(=O)CBr, CCCC(C)(C)CCC(=O)N1C(=O)OC(c2ccccc2)C1C, C[Si](C)(C)[N-][Si](C)(C)C, [Na+]. The product is CCCC(C)(C)CC(CC(=O)OC(C)(C)C)C(=O)N1C(=O)OC(c2ccccc2)C1C. As a reaction SMILES: [C:34]([CH3:35])([CH3:36])([CH3:37])[O:38][C:39]([CH2:40][Br:41])=[O:42].[CH3:1][C:2]([CH2:3][CH2:4][C:5](=[O:6])[N:7]1[C:8](=[O:19])[O:9][CH:10]([c:13]2[cH:14][cH:15][cH:16][cH:17][cH:18]2)[CH:11]1[CH3:12])([CH2:20][CH2:21][CH3:22])[CH3:23].[CH3:25][Si:26]([N-:27][Si:28]([CH3:29])([CH3:30])[CH3:31])([CH3:32])[CH3:33].[Na+:24]>>[CH3:1][C:2]([CH2:3][CH:4]([C:5](=[O:6])[N:7]1[C:8](=[O:19])[O:9][CH:10]([c:13]2[cH:14][cH:15][cH:16][cH:17][cH:18]2)[CH:11]1[CH3:12])[CH2:40][C:39]([O:38][C:34]([CH3:35])([CH3:36])[CH3:37])=[O:42])([CH2:20][CH2:21][CH3:22])[CH3:23]. Reactants: CCO, Clc1ncnc2c1CCC2, Nc1ccccc1. The product is Cl, c1ccc(Nc2ncnc3c2CCC3)cc1. RXN SMILES: [CH3:18][CH2:19][OH:20].[Cl:1][c:2]1[c:3]2[c:4]([n:5][cH:6][n:7]1)[CH2:8][CH2:9][CH2:10]2.[NH2:11][c:12]1[cH:13][cH:14][cH:15][cH:16][cH:17]1>>[ClH:1].[c:2]1([NH:11][c:12]2[cH:13][cH:14][cH:15][cH:16][cH:17]2)[c:3]2[c:4]([n:5][cH:6][n:7]1)[CH2:8][CH2:9][CH2:10]2.